Dataset: the Open Reaction Database (ORD), a public repository of structured organic reaction records. Task: describe an organic reaction: reactants, conditions, products, and yield Run in C1CCOC1 (THF), C1CCOC1 (THF), O (water), O (water), C1CCOC1 (THF). As a reaction SMILES: [NH2:1][C@@H:2]1[CH2:7][CH2:6][CH2:5][CH2:4][C@H:3]1[C:8](O)=[O:9].[H-].[H-].[H-].[H-].[Li+].[Al+3].[OH-].[Na+].[O-]S([O-])(=O)=O.[Mg+2]>C1COCC1.O>[NH2:1][C@@H:2]1[CH2:7][CH2:6][CH2:5][CH2:4][C@H:3]1[CH2:8][OH:9] |f:1.2.3.4.5.6,7.8,9.10|. Reaction conditions: temperature 85 celsius, time 24 hour. Yield: 72.3%. Yields the product N[C@H]1[C@@H](CCCC1)CO (((1R,2R)-2-aminocyclohexyl)methanol). The reactants are N[C@H]1[C@@H](CCCC1)C(=O)O ((1R,2R)-2-aminocyclohexanecarboxylic acid), [H-].[H-].[H-].[H-].[Li+].[Al+3] (LAH), [O-]S(=O)(=O)[O-].[Mg+2] (MgSO4), [OH-].[Na+] (NaOH). Procedure: To a stirred solution of (1R,2R)-2-aminocyclohexanecarboxylic acid (500 mg, 3.49 mmol) in anhydrous THF (3 mL) at 0° C. was added dropwise a solution of LAH (2M solution in THF, 7 mL, 13.99 mmol). The reaction vessel was sealed and the mixture was stirred at 85° C. for 24 h. The mixture was cooled to 0° C. and diluted with THF (6 mL). To the reaction mixture was added sequentially water (0.5 mL), 1M aq NaOH (0.5 mL), and water (1.5 mL). To the mixture was added MgSO4 and the mixture was stirred ...